Dataset: the Open Reaction Database (ORD), a public repository of structured organic reaction records. Task: describe an organic reaction: reactants, conditions, products, and yield The product is CCCC(Nc1ccc(-n2cc(-c3ccccc3)cn2)nc1)c1ccc(C(=O)N(C)CCC(=O)O)cc1. Reactants: CCCC(Nc1ccc(-n2cc(-c3ccccc3)cn2)nc1)c1ccc(C(=O)N(C)CCC(=O)OC(C)(C)C)cc1, CC#N, O=C(O)C(F)(F)F. As a reaction SMILES: [CH3:1][N:2]([C:3]([c:4]1[cH:5][cH:6][c:7]([CH:10]([CH2:11][CH2:12][CH3:13])[NH:14][c:15]2[cH:16][n:17][c:18](-[n:21]3[n:22][cH:23][c:24](-[c:26]4[cH:27][cH:28][cH:29][cH:30][cH:31]4)[cH:25]3)[cH:19][cH:20]2)[cH:8][cH:9]1)=[O:32])[CH2:33][CH2:34][C:35](=[O:36])[O:37][C:38]([CH3:39])([CH3:40])[CH3:41].[CH3:49][C:50]#[N:51].[F:42][C:43]([F:44])([F:45])[C:46]([OH:47])=[O:48]>>[CH3:1][N:2]([C:3]([c:4]1[cH:5][cH:6][c:7]([CH:10]([CH2:11][CH2:12][CH3:13])[NH:14][c:15]2[cH:16][n:17][c:18](-[n:21]3[n:22][cH:23][c:24](-[c:26]4[cH:27][cH:28][cH:29][cH:30][cH:31]4)[cH:25]3)[cH:19][cH:20]2)[cH:8][cH:9]1)=[O:32])[CH2:33][CH2:34][C:35](=[O:36])[OH:37]. Starting materials: [N+](=O)([O-])C1=CC=CC=C1 (nitrobenzene), hydrochloride salt, [Cl-].[Al+3].[Cl-].[Cl-] (aluminum chloride), C(C)N(CCCOC1=CC=C(C=C1)C=1OC2=C(C1)C=CC=C2)CC (2-[4'-(3-diethylaminopropoxy)phenyl]benzofuran), [N+](=O)([O-])C1=CC=CC=C1 (nitrobenzene), CC=1C=C(C(=O)Cl)C=C(C1)C (3,5-dimethylbenzoyl chloride). Run in O (water). Reaction conditions: time 30 minute. Yields the product C(C)N(CCCOC1=CC=C(C=C1)C=1OC2=C(C1C(C1=CC(=CC(=C1)C)C)=O)C=CC=C2)CC (2-[4'-(3-Diethylaminopropoxy)phenyl]-3-(3',5'-dimethylbenzoyl)benzofuran). Reaction SMILES: [CH2:1]([N:3]([CH2:23][CH3:24])[CH2:4][CH2:5][CH2:6][O:7][C:8]1[CH:13]=[CH:12][C:11]([C:14]2[O:15][C:16]3[CH:22]=[CH:21][CH:20]=[CH:19][C:17]=3[CH:18]=2)=[CH:10][CH:9]=1)[CH3:2].[N+](C1C=CC=CC=1)([O-])=O.[Cl-].[Al+3].[Cl-].[Cl-].[CH3:38][C:39]1[CH:40]=[C:41]([CH:45]=[C:46]([CH3:48])[CH:47]=1)[C:42](Cl)=[O:43]>O>[CH2:23]([N:3]([CH2:1][CH3:2])[CH2:4][CH2:5][CH2:6][O:7][C:8]1[CH:9]=[CH:10][C:11]([C:14]2[O:15][C:16]3[CH:22]=[CH:21][CH:20]=[CH:19][C:17]=3[C:18]=2[C:42](=[O:43])[C:41]2[CH:45]=[C:46]([CH3:48])[CH:47]=[C:39]([CH3:38])[CH:40]=2)=[CH:12][CH:13]=1)[CH3:24] |f:2.3.4.5|. Reported procedure: To a suspension of 2.0 g. (6.2 mmol.) of the hydrochloride salt of 2-[4'-(3-diethylaminopropoxy)phenyl]benzofuran in 10 ml. of nitrobenzene was added a solution of 1.84 g. (13.9 mmol.) of aluminum chloride in 20 ml. of nitrobenzene. The solution was cooled to 0° and 1.24 g. (7.4 mmol.) of 3,5-dimethylbenzoyl chloride was added. The reaction mixture was stirred at 0° for 30 minutes then at 25° for 1.5 hours, after which time it was poured into water and the nitrobenzene was removed by steam disti...